This data is from the Open Reaction Database (ORD), a public repository of structured organic reaction records. The task is: describe an organic reaction: reactants, conditions, products, and yield Reactants: ClC(Cl)(Cl)Cl, c1ccc(Cc2nn3ccccc3c2-c2ccnc(NC3CCCC3)n2)cc1, CC(C)[N-]C(C)C, [Li+], C1CCOC1. The product is Clc1cccc2c(-c3ccnc(NC4CCCC4)n3)c(Cc3ccccc3)nn12. Reaction SMILES: [C:37]([Cl:38])([Cl:39])([Cl:40])[Cl:41].[CH2:1]([c:2]1[cH:3][cH:4][cH:5][cH:6][cH:7]1)[c:8]1[n:9][n:10]2[c:11]([cH:12][cH:13][cH:14][cH:15]2)[c:16]1-[c:17]1[n:18][c:19]([NH:23][CH:24]2[CH2:25][CH2:26][CH2:27][CH2:28]2)[n:20][cH:21][cH:22]1.[CH:29]([N-:30][CH:31]([CH3:32])[CH3:33])([CH3:34])[CH3:35].[Li+:36].[O:42]1[CH2:43][CH2:44][CH2:45][CH2:46]1>>[CH2:1]([c:2]1[cH:3][cH:4][cH:5][cH:6][cH:7]1)[c:8]1[n:9][n:10]2[c:11]([cH:12][cH:13][cH:14][c:15]2[Cl:38])[c:16]1-[c:17]1[n:18][c:19]([NH:23][CH:24]2[CH2:25][CH2:26][CH2:27][CH2:28]2)[n:20][cH:21][cH:22]1. Starting materials: COc1c(N)cc(C(F)(F)F)cc1N, CCOC(C)=O, C, ClCCl, O=S(=O)(Cl)Cl, c1ccncc1. Product: COc1c(N)cc(C(F)(F)F)cc1NS(C)(=O)=O. Reaction SMILES: [CH3:1][O:2][c:3]1[c:4]([NH2:14])[cH:5][c:6]([C:10]([F:11])([F:12])[F:13])[cH:7][c:8]1[NH2:9].[CH3:27][CH2:28][O:29][C:30]([CH3:31])=[O:32].[CH4:26].[Cl:33][CH2:34][Cl:35].[S:21](=[O:22])(=[O:23])([Cl:24])[Cl:25].[cH:15]1[cH:16][cH:17][n:18][cH:19][cH:20]1>>[CH3:1][O:2][c:3]1[c:4]([NH:14][S:21](=[O:22])(=[O:23])[CH3:27])[cH:5][c:6]([C:10]([F:11])([F:12])[F:13])[cH:7][c:8]1[NH2:9]. Reactants: [BH4-], C=C(COc1ccc(I)cc1)CO[Si](C)(C)C(C)(C)C, C1CCOC1, I, [Na+], [Na+], [OH-], O, OO. Yields the product CC(C)(C)[Si](C)(C)OCC(CO)COc1ccc(I)cc1. As a reaction SMILES: [BH4-:22].[C:2]([CH3:3])([CH3:4])([CH3:5])[Si:6]([CH3:7])([CH3:8])[O:9][CH2:10][C:11](=[CH2:12])[CH2:13][O:14][c:15]1[cH:16][cH:17][c:18]([I:21])[cH:19][cH:20]1.[CH2:28]1[O:29][CH2:30][CH2:31][CH2:32]1.[I:1].[Na+:23].[Na+:27].[OH-:26].[OH2:33].[OH:24][OH:25]>>[C:2]([CH3:3])([CH3:4])([CH3:5])[Si:6]([CH3:7])([CH3:8])[O:9][CH2:10][CH:11]([CH2:12][OH:24])[CH2:13][O:14][c:15]1[cH:16][cH:17][c:18]([I:21])[cH:19][cH:20]1. Starting materials: CC[Mg], CCOC(C)=O, [Cl-], O=Cc1ccc2c(c1)N(C1CCN(CCc3ccc(F)cc3)CC1)CC2, [NH4+], C1CCOC1. The product is CCC(O)c1ccc2c(c1)N(C1CCN(CCc3ccc(F)cc3)CC1)CC2. RXN SMILES: [CH2:1]([CH3:2])[Mg:3].[CH3:32][CH2:33][O:34][C:35](=[O:36])[CH3:37].[Cl-:30].[F:4][c:5]1[cH:6][cH:7][c:8]([CH2:9][CH2:10][N:11]2[CH2:12][CH2:13][CH:14]([N:17]3[CH2:18][CH2:19][c:20]4[cH:21][cH:22][c:23]([CH:26]=[O:27])[cH:24][c:25]43)[CH2:15][CH2:16]2)[cH:28][cH:29]1.[NH4+:31].[O:38]1[CH2:39][CH2:40][CH2:41][CH2:42]1>>[CH2:1]([CH3:2])[CH:26]([c:23]1[cH:22][cH:21][c:20]2[c:25]([cH:24]1)[N:17]([CH:14]1[CH2:13][CH2:12][N:11]([CH2:10][CH2:9][c:8]3[cH:7][cH:6][c:5]([F:4])[cH:29][cH:28]3)[CH2:16][CH2:15]1)[CH2:18][CH2:19]2)[OH:27]. Yields the product CC1=C(N=C(S1)S(=O)C)C1=CC=CC=C1 (5-methyl-2-methylsulfinyl-4-phenyl-thiazole). As a reaction SMILES: [CH3:1][C:2]1[S:6][C:5]([S:7][CH3:8])=[N:4][C:3]=1[C:9]1[CH:14]=[CH:13][CH:12]=[CH:11][CH:10]=1.ClC1C=C(C=CC=1)C(OO)=[O:20]>C(Cl)Cl>[CH3:1][C:2]1[S:6][C:5]([S:7]([CH3:8])=[O:20])=[N:4][C:3]=1[C:9]1[CH:14]=[CH:13][CH:12]=[CH:11][CH:10]=1. Run at time 30 minute. Reactants: CC1=C(N=C(S1)SC)C1=CC=CC=C1 (5-methyl-2-methylthio-4-phenylthiazole), ClC=1C=C(C(=O)OO)C=CC1 (m-chloroperoxybenzoic acid). Run in C(Cl)Cl (methylene chloride). Reported procedure: 6.56 g. of 5-methyl-2-methylthio-4-phenylthiazole pre-dissolved in 100 ml. of methylene chloride is cooled in an ice bath. The stirred solution is treated with 6.01 g. of m-chloroperoxybenzoic acid, added in portions over five minutes. After 30 minutes, the reaction is complete and the precipitated m-chlorobenzoic acid is filtered and the filtrate washed successively with a 10% solution of sodium sulfite, saturated aqueous sodium bicarbonate solution and water. After drying, concentration in vac... Reported procedure: A mixture of 200 mg 6-[3-(4-fluorophenyl)-1-trityl-1H-4-pyrazolyl]-3-(1,1,1-tributylstannyl)imidazo[1,2-a]-pyridine prepared from 6-[3-(4-fluorophenyl)-1-trityl-1H-4-pyrazolyl]-3-iodoimidazo[1,2-a]pyridine (compound in Production Example 39) and tributyltin chloride by the same method as in Production Example 48, 51 mg 5-bromo-2-thiophene carboxamide, 14 mg tetrakis (triphenylphosphine)palladium and 3 mL xylene was stirred at 120° C. for 2 hours under nitrogen atmosphere. The solvent was evapora... Run at temperature 120 celsius, time 2 hour. As a reaction SMILES: [F:1][C:2]1[CH:7]=[CH:6][C:5]([C:8]2[C:12]([C:13]3[CH:14]=[CH:15][C:16]4[N:17]([C:19](I)=[CH:20][N:21]=4)[CH:18]=3)=[CH:11][N:10]([C:23]([C:36]3[CH:41]=[CH:40][CH:39]=[CH:38][CH:37]=3)([C:30]3[CH:35]=[CH:34][CH:33]=[CH:32][CH:31]=3)[C:24]3[CH:29]=[CH:28][CH:27]=[CH:26][CH:25]=3)[N:9]=2)=[CH:4][CH:3]=1.C([Sn](Cl)(CCCC)CCCC)CCC.Br[C:57]1[S:61][C:60]([C:62]([NH2:64])=[O:63])=[CH:59][CH:58]=1>C1(C)C(C)=CC=CC=1>[F:1][C:2]1[CH:7]=[CH:6][C:5]([C:8]2[C:12]([C:13]3[CH:14]=[CH:15][C:16]4[N:17]([C:19]([C:57]5[S:61][C:60]([C:62]([NH2:64])=[O:63])=[CH:59][CH:58]=5)=[CH:20][N:21]=4)[CH:18]=3)=[CH:11][N:10]([C:23]([C:36]3[CH:41]=[CH:40][CH:39]=[CH:38][CH:37]=3)([C:30]3[CH:35]=[CH:34][CH:33]=[CH:32][CH:31]=3)[C:24]3[CH:29]=[CH:28][CH:27]=[CH:26][CH:25]=3)[N:9]=2)=[CH:4][CH:3]=1. The solvent is C=1(C(=CC=CC1)C)C (xylene). The reactants are 6-[3-(4-fluorophenyl)-1-trityl-1H-4-pyrazolyl]-3-(1,1,1-tributylstannyl)imidazo[1,2-a]-pyridine, FC1=CC=C(C=C1)C1=NN(C=C1C=1C=CC=2N(C1)C(=CN2)I)C(C2=CC=CC=C2)(C2=CC=CC=C2)C2=CC=CC=C2 (6-[3-(4-fluorophenyl)-1-trityl-1H-4-pyrazolyl]-3-iodoimidazo[1,2-a]pyridine), C(CCC)[Sn](CCCC)(CCCC)Cl (tributyltin chloride), BrC1=CC=C(S1)C(=O)N (5-bromo-2-thiophene carboxamide), tetrakis (triphenylphosphine)palladium. Product: FC1=CC=C(C=C1)C1=NN(C=C1C=1C=CC=2N(C1)C(=CN2)C2=CC=C(S2)C(=O)N)C(C2=CC=CC=C2)(C2=CC=CC=C2)C2=CC=CC=C2 (5-{6-[3-(4-Fluorophenyl)-1-trityl-1H-4-pyrazolyl]imidazo-[1,2-a]pyridin-3-yl}-2-thiophene carboxamide).